From a dataset of the Open Reaction Database (ORD), a public repository of structured organic reaction records. describe an organic reaction: reactants, conditions, products, and yield Reactants: ClC1=C2C=CC(=NC2=NC=C1)C(F)(F)F (5-Chloro-2-trifluoromethyl[1,8]naphthyridine), FC1=C(C=C(C=C1)B1OC(C(O1)(C)C)(C)C)OC (2-(4-fluoro-3-methoxyphenyl)-4,4,5,5-tetramethyl-[1,3,2]dioxaborolane). Product: FC1=C(C=C(C=C1)C1=C2C=CC(=NC2=NC=C1)C(F)(F)F)OC (5-(4-fluoro-3-methoxyphenyl)-2-trifluoromethyl[1,8]naphthyridine). The yield is 82.2%. As a reaction SMILES: Cl[C:2]1[CH:11]=[CH:10][N:9]=[C:8]2[C:3]=1[CH:4]=[CH:5][C:6]([C:12]([F:15])([F:14])[F:13])=[N:7]2.[F:16][C:17]1[CH:22]=[CH:21][C:20](B2OC(C)(C)C(C)(C)O2)=[CH:19][C:18]=1[O:32][CH3:33]>>[F:16][C:17]1[CH:22]=[CH:21][C:20]([C:2]2[CH:11]=[CH:10][N:9]=[C:8]3[C:3]=2[CH:4]=[CH:5][C:6]([C:12]([F:15])([F:14])[F:13])=[N:7]3)=[CH:19][C:18]=1[O:32][CH3:33]. Procedure details: 5-Chloro-2-trifluoromethyl[1,8]naphthyridine (923 mg, 4.0 mmol) was coupled to 2-(4-fluoro-3-methoxyphenyl)-4,4,5,5-tetramethyl-[1,3,2]dioxaborolane (1.30 g, 5.2 mmol) as described in Example 3 part g), affording 5-(4-fluoro-3-methoxyphenyl)-2-trifluoromethyl[1,8]naphthyridine (1.06 g, 83%). δH (360 MHz, CDCl3) 3.95 (3H, s), 6.99-7.04 (1H, m), 7.06 (1H, dd, J 7.7 and 2.1), 7.30 (1H, dd, J 2.5 and 8.4), 7.56 (1H, d, J 4.2), 7.82 (1H, d, J 8.4), 8.52 (1H, d, J 8.4), 9.27 (1H, d, J 4.2). m/z (ES+) ... Reactants: ClCCl, O=C(O)C(F)(F)F, Cc1cc(C)c(NC2CCN(C(=O)OC(C)(C)C)CC2)c(C)c1. Yields the product Cc1cc(C)c(NC2CCNCC2)c(C)c1. Reaction SMILES: [CH2:31]([Cl:32])[Cl:33].[OH:1][C:2]([C:3]([F:4])([F:5])[F:6])=[O:7].[c:8]1([CH3:30])[c:9]([NH:16][CH:17]2[CH2:18][CH2:19][N:20]([C:23]([O:24][C:25]([CH3:26])([CH3:27])[CH3:28])=[O:29])[CH2:21][CH2:22]2)[c:10]([CH3:15])[cH:11][c:12]([CH3:14])[cH:13]1>>[c:8]1([CH3:30])[c:9]([NH:16][CH:17]2[CH2:18][CH2:19][NH:20][CH2:21][CH2:22]2)[c:10]([CH3:15])[cH:11][c:12]([CH3:14])[cH:13]1.